This data is from the Open Reaction Database (ORD), a public repository of structured organic reaction records. The task is: describe an organic reaction: reactants, conditions, products, and yield Reactants: C(C)N(N=C(CC1=CC=C(C=C1)[N+](=O)[O-])C1=CC=C(C=C1)[N+](=O)[O-])C(=O)[O-] (Ethyl[1,2-bis-(4-nitrophenyl)-ethylidene]hydrazine carboxylate), O=S(Cl)Cl (SOCl2). Reaction conditions: temperature 50 celsius. The product is [N+](=O)([O-])C1=CC=C(C=C1)C=1N=NSC1C1=CC=C(C=C1)[N+](=O)[O-] (4,5-Bis-(4-nitrophenyl)-1,2,3-thiadiazole). Yield: 60.3%. RXN SMILES: C([N:3](C([O-])=O)[N:4]=[C:5]([C:16]1[CH:21]=[CH:20][C:19]([N+:22]([O-:24])=[O:23])=[CH:18][CH:17]=1)[CH2:6][C:7]1[CH:12]=[CH:11][C:10]([N+:13]([O-:15])=[O:14])=[CH:9][CH:8]=1)C.O=[S:29](Cl)Cl>>[N+:22]([C:19]1[CH:20]=[CH:21][C:16]([C:5]2[N:4]=[N:3][S:29][C:6]=2[C:7]2[CH:12]=[CH:11][C:10]([N+:13]([O-:15])=[O:14])=[CH:9][CH:8]=2)=[CH:17][CH:18]=1)([O-:24])=[O:23]. Reported procedure: Acylhydrazone 35 (21 g, 58.7 mmol) was added to SOCl2 (80 ml) at 0° C. The temperature was increased to 50° C., and the reaction was complete (by TLC) after 4 hours. SOCl2 was removed under reduced pressure. The crude solid was recrystallized from ETOAc/MeOH to afford 36 (11.6 g, 60.3%) m.p. 185°-186.5° C. Starting materials: CS(=O)(=O)OS(=O)(=O)C (methanesulphonic anhydride), OCCCN1C=C(C2=CC=CC=C12)C=1C(NC(C1C1=C(C=CC=C1)[N+](=O)[O-])=O)=O (3-[1-(3-hydroxypropyl)-3-indolyl]-4-(2-nitrophenyl)-1H-pyrrole-2,5-dione), N1=CC=CC=C1 (pyridine). Solvent: ClCCl (dichloromethane). Conditions: time 0.5 hour. Product: CS(=O)(=O)OCCCN1C=C(C2=CC=CC=C12)C=1C(NC(C1C1=C(C=CC=C1)[N+](=O)[O-])=O)=O (3-[1-[3-(methylsulphonyloxy)propyl]-3-indolyl]-4-(2-nitrophenyl)-1H-pyrrole-2,5-dione). The yield is 74.1%. Reaction SMILES: [CH3:1][S:2]([O:5]S(C)(=O)=O)(=[O:4])=[O:3].O[CH2:11][CH2:12][CH2:13][N:14]1[C:22]2[C:17](=[CH:18][CH:19]=[CH:20][CH:21]=2)[C:16]([C:23]2[C:24](=[O:38])[NH:25][C:26](=[O:37])[C:27]=2[C:28]2[CH:33]=[CH:32][CH:31]=[CH:30][C:29]=2[N+:34]([O-:36])=[O:35])=[CH:15]1.N1C=CC=CC=1>ClCCl>[CH3:1][S:2]([O:5][CH2:11][CH2:12][CH2:13][N:14]1[C:22]2[C:17](=[CH:18][CH:19]=[CH:20][CH:21]=2)[C:16]([C:23]2[C:24](=[O:38])[NH:25][C:26](=[O:37])[C:27]=2[C:28]2[CH:33]=[CH:32][CH:31]=[CH:30][C:29]=2[N+:34]([O-:36])=[O:35])=[CH:15]1)(=[O:4])=[O:3]. Procedure details: 93 mg of methanesulphonic anhydride were added to a solution of 0.46 mmol of the product of Example 55 in 25 ml of dichloromethane. 0.5 ml of pyridine was added and the mixture was stirred for 0.5 hour, then washed with water, dried and concentrated. Chromatography of the residue on silica gel with 10% methanol in dichloromethane gave 160 mg of 3-[1-[3-(methylsulphonyloxy)propyl]-3-indolyl]-4-(2-nitrophenyl)-1H-pyrrole-2,5-dione, m.p. 177°-178° C. Reactants: CCOC(=O)Cl, CC12CCC3C(C=CC4=C(N)C(=O)CCC43C)C1CCC2=O, c1ccncc1. Product: CCOC(=O)NC1=C2C=CC3C4CCC(=O)C4(C)CCC3C2(C)CCC1=O. As a reaction SMILES: [CH2:23]([CH3:24])[O:25][C:26](=[O:27])[Cl:28].[NH2:1][C:2]1=[C:3]2[CH:4]=[CH:5][CH:6]3[CH:7]4[CH2:8][CH2:9][C:10](=[O:22])[C:11]4([CH3:12])[CH2:13][CH2:14][CH:15]3[C:16]2([CH3:21])[CH2:17][CH2:18][C:19]1=[O:20].[cH:29]1[cH:30][cH:31][n:32][cH:33][cH:34]1>>[NH:1]([C:2]1=[C:3]2[CH:4]=[CH:5][CH:6]3[CH:7]4[CH2:8][CH2:9][C:10](=[O:22])[C:11]4([CH3:12])[CH2:13][CH2:14][CH:15]3[C:16]2([CH3:21])[CH2:17][CH2:18][C:19]1=[O:20])[C:26]([O:25][CH2:23][CH3:24])=[O:27]. Reactants: COC1=NC(=NC(=C1)OC)S(=O)(=O)C (4,6-dimethoxy-2-methylsulfonylpyrimidine), S1C(=CC=C1)C(C(C(=O)OC)O)(C)F (methyl 3-(2-thienyl)-3-fluoro-2-hydroxybutyrate), S1C(=CC=C1)C(C(C(=O)OC)O)(C)F (methyl 3-(2-thienyl)-3-fluoro-2-hydroxybutyrate), [H-].[Na+] (sodium hydride), O (water). Run in C(C)(=O)O (acetic acid), CN(C=O)C (dimethylformamide). Run at time 1 hour. Product: S1C(=CC=C1)C(C(C(=O)OC)OC1=NC(=CC(=N1)OC)OC)(C)F (Methyl 3-(2-thienyl)-3-fluoro-2-[(4,6-dimethoxypyrimidin-2-yl)oxy]butyrate). RXN SMILES: [S:1]1[CH:5]=[CH:4][CH:3]=[C:2]1[C:6]([F:14])([CH3:13])[CH:7]([OH:12])[C:8]([O:10][CH3:11])=[O:9].[H-].[Na+].[CH3:17][O:18][C:19]1[CH:24]=[C:23]([O:25][CH3:26])[N:22]=[C:21](S(C)(=O)=O)[N:20]=1.O>CN(C)C=O.C(O)(=O)C>[S:1]1[CH:5]=[CH:4][CH:3]=[C:2]1[C:6]([F:14])([CH3:13])[CH:7]([O:12][C:21]1[N:22]=[C:23]([O:25][CH3:26])[CH:24]=[C:19]([O:18][CH3:17])[N:20]=1)[C:8]([O:10][CH3:11])=[O:9] |f:1.2|. Reported procedure: 2.2 g (10 mmol) of methyl 3-(2-thienyl)-3-fluoro-2-hydroxybutyrate (Compound 1.1) are dissolved in 40 ml of dimethylformamide, and 0.3 g (12 mmol) of sodium hydride is added. The mixture is stirred for 1 hour, and 2.2 g (10 mmol) of 4,6-dimethoxy-2-methylsulfonylpyrimidine are then added. After the mixture has been stirred at room temperature for 24 hours, it is hydrolyzed using 10 ml of water, the pH is brought to 5 using acetic acid, and the solvent is distilled off under a high vacuum. The re...